Dataset: the Open Reaction Database (ORD), a public repository of structured organic reaction records. Task: describe an organic reaction: reactants, conditions, products, and yield The reactants are FC1=NC=CC=C1[N+](=O)[O-] (2-fluoro-3-nitropyridine), FC1=CC=C(CN)C=C1 (4-fluorobenzyl-amine), C(C)(C)N(CC)C(C)C (N,N-diisopropyl-N-ethylamine). Solvent: C(C)#N (acetonitrile). Conditions: time 1 hour. Product: FC1=CC=C(CNC2=NC=CC=C2[N+](=O)[O-])C=C1 (2-(4-fluorobenzylamino)-3-nitropyridine). Reaction SMILES: F[C:2]1[C:7]([N+:8]([O-:10])=[O:9])=[CH:6][CH:5]=[CH:4][N:3]=1.[F:11][C:12]1[CH:19]=[CH:18][C:15]([CH2:16][NH2:17])=[CH:14][CH:13]=1.C(N(C(C)C)CC)(C)C>C(#N)C>[F:11][C:12]1[CH:19]=[CH:18][C:15]([CH2:16][NH:17][C:2]2[C:7]([N+:8]([O-:10])=[O:9])=[CH:6][CH:5]=[CH:4][N:3]=2)=[CH:14][CH:13]=1. Procedure: A mixture of 2-fluoro-3-nitropyridine (2.5 g, 17.6 mmol), 4-fluorobenzyl-amine (4.40 g, 35.2 mmol), and N,N-diisopropyl-N-ethylamine (4.55 g, 35.2 mmol) in anhydrous acetonitrile (30 mL) was stirred at room temperature for 1 hour. The reaction mixture was concentrated under vacuum, and the residue partitioned between water and ethyl acetate. The organic extract was dried over anhydrous magnesium sulfate, filtered, and concentrated under vacuum. The residue was subjected to column chromatography ... The reactants are C(C)OC1(C=2C(C(N1)=O)=CC=CC2)OCC (phthalimide diethylacetal), Cl (HCl), O1CCCC1 (tetrahydrofuran). Reaction conditions: temperature 75 celsius. Yields the product O=C1N(C(C2=CC=CC=C12)=O)CC=O ((1,3-dioxo-1,3-dihydro-2H-isoindol-2-yl)acetaldehyde). RXN SMILES: C(O[C:4]1([O:14]CC)[NH:8][C:7](=[O:9])[C:6]2=[CH:10][CH:11]=[CH:12][CH:13]=[C:5]12)C.Cl.[O:18]1CC[CH2:20][CH2:19]1>>[O:14]=[C:4]1[C:5]2[C:6](=[CH:10][CH:11]=[CH:12][CH:13]=2)[C:7](=[O:9])[N:8]1[CH2:20][CH:19]=[O:18]. Reported procedure: To a solution of phthalimide diethylacetal (15 g) in tetrahydrofuran (THF) (30 mL) was added 10% aqueous HCl (18 mL). After heating at 75° C. for 5 hrs, the solution was allowed to cool to room temperature, and ethyl acetate was separated and dried over magnesium sulfate (MgSO4). The solution was filtered and evaporated to provide 11.2 g of the titled compound. The reactants are C(C=C)OC1=C(C(=O)Cl)C=CC=C1 (2-allyloxybenzoyl chloride), NC=1C(=NN(C1C(=O)N)C)CCC (4-amino-1-methyl-3-n-propylpyrazole-5-carboxamide). Run in ClCCl (dichloromethane), N1=CC=CC=C1 (pyridine). Reaction conditions: time 8 hour. Product: C(C=C)OC1=C(C(=O)NC=2C(=NN(C2C(=O)N)C)CCC)C=CC=C1 (4-(2-Allyloxybenzamido)-1-methyl-3-n-propylpyrazole-5-carboxamide). Isolated yield 66.1%. RXN SMILES: [CH2:1]([O:4][C:5]1[CH:13]=[CH:12][CH:11]=[CH:10][C:6]=1[C:7](Cl)=[O:8])[CH:2]=[CH2:3].[NH2:14][C:15]1[C:16]([CH2:24][CH2:25][CH3:26])=[N:17][N:18]([CH3:23])[C:19]=1[C:20]([NH2:22])=[O:21]>ClCCl.N1C=CC=CC=1>[CH2:1]([O:4][C:5]1[CH:13]=[CH:12][CH:11]=[CH:10][C:6]=1[C:7]([NH:14][C:15]1[C:16]([CH2:24][CH2:25][CH3:26])=[N:17][N:18]([CH3:23])[C:19]=1[C:20]([NH2:22])=[O:21])=[O:8])[CH:2]=[CH2:3]. Procedure details: A solution of 2-allyloxybenzoyl chloride (3.93 g, 0.02 mol) in dichloromethane (20 ml) was added dropwise to a stirred, partial solution of 4-amino-1-methyl-3-n-propylpyrazole-5-carboxamide (3.64 g, 0.02 mol) in pyridine (50 ml), and the resulting mixture stirred at room temperature overnight in a dry atmosphere. The solvent was evaporated under vacuum and the residue partitioned between dichloromethane (50 ml) and saturated aqueous sodium carbonate solution (50 ml). The organic layer was separa... Starting materials: C1(=CC=CC=C1)C=1C=C(C=CC1)O (3-phenylphenol), N(=NC(=O)OCC)C(=O)OCC (Diethyl azodicarboxylate), C1(=CC=CC=C1)P(C1=CC=CC=C1)C1=CC=CC=C1 (triphenylphosphine), OCCC1=C2CC(NC2=CC=C1)=O (4-(2-hydroxy-ethyl)-1,3-dihydro-indol-2-one). Solvent: O1CCCC1 (tetrahydrofuran). Reaction conditions: time 15 minute. Product: C1(=CC(=CC=C1)OCCC1=C2CC(NC2=CC=C1)=O)C1=CC=CC=C1 (4-[2-(biphenyl-3-yloxy)-ethyl]-1,3-dihydro-indol-2-one). The yield is 36.1%. As a reaction SMILES: N(C(OCC)=O)=NC(OCC)=O.C1(P(C2C=CC=CC=2)C2C=CC=CC=2)C=CC=CC=1.[OH:32][CH2:33][CH2:34][C:35]1[CH:43]=[CH:42][CH:41]=[C:40]2[C:36]=1[CH2:37][C:38](=[O:44])[NH:39]2.[C:45]1([C:51]2[CH:52]=[C:53](O)[CH:54]=[CH:55][CH:56]=2)[CH:50]=[CH:49][CH:48]=[CH:47][CH:46]=1>O1CCCC1>[C:45]1([C:51]2[CH:56]=[CH:55][CH:54]=[CH:53][CH:52]=2)[CH:50]=[CH:49][CH:48]=[C:47]([O:32][CH2:33][CH2:34][C:35]2[CH:43]=[CH:42][CH:41]=[C:40]3[C:36]=2[CH2:37][C:38](=[O:44])[NH:39]3)[CH:46]=1. Reported procedure: Diethyl azodicarboxylate (1.58 mL, 10 mmol) was added to a solution of triphenylphosphine (2.62 g, 10 mmol) in tetrahydrofuran (20 mL) under nitrogen atmosphere. The mixture was stirred for 15 minutes. To it was then added 4-(2-hydroxy-ethyl)-1,3-dihydro-indol-2-one (1.77 g, 10 mmol) followed by 3-phenylphenol (1.7 g, 10 mmol). The mixture was stirred at room temperature for one day and the solvent was evaporated. The residue was dissolved in ethyl acetate (150 mL) and the organic solvent was wa... The reactants are O=O (oxygen), C(CC)NCCC (di-n-propylamine), Mn(CH3COO)2.4H2O, C(=S)=S (carbon disulfide). Run in C(C)(C)O (isopropanol). Run at temperature 50 celsius, time 75 minute. The product is C(CC)N(C(SSC(N(CCC)CCC)=S)=S)CCC (tetra-n-propyl thiuram disulfide). The yield is 99.2%. Reaction SMILES: [CH2:1]([NH:4][CH2:5][CH2:6][CH3:7])[CH2:2][CH3:3].[C:8](=[S:10])=[S:9].O=O>C(O)(C)C>[CH2:1]([N:4]([CH2:5][CH2:6][CH3:7])[C:8](=[S:10])[S:9][S:9][C:8](=[S:10])[N:4]([CH2:5][CH2:6][CH3:7])[CH2:1][CH2:2][CH3:3])[CH2:2][CH3:3]. Procedure: 20.2 g (0.2 mol) of di-n-propylamine, 24.4 mg (0.1×10-3 mol) of Mn(CH3COO)2.4H2O and 100 g of isopropanol were charged to the reaction equipment described in Example 1. 16.0 g (0.21 mol) of carbon disulfide were added thereto, and the resulting solution was heated to 50° C., treated with oxygen at a pressure of 1.7 bar, and stirred vigorously. An immediate absorption of oxygen was observed and the reaction ceased after 75 minutes. 35.1 g of a white, crystalline product were obtained by concentra... The reactants are CC(c1ccc(Br)cc1)N1CCC(CCNS(C)(=O)=O)(c2ccccc2)OC1=O, Cc1cc(B(O)O)ccn1. Product: Cc1cc(-c2ccc(C(C)N3CCC(CCNS(C)(=O)=O)(c4ccccc4)OC3=O)cc2)ccn1. Reaction SMILES: [Br:1][c:2]1[cH:3][cH:4][c:5]([CH:8]([CH3:9])[N:10]2[C:11](=[O:29])[O:12][C:13]([c:16]3[cH:17][cH:18][cH:19][cH:20][cH:21]3)([CH2:22][CH2:23][NH:24][S:25](=[O:26])(=[O:27])[CH3:28])[CH2:14][CH2:15]2)[cH:6][cH:7]1.[CH3:30][c:31]1[n:32][cH:33][cH:34][c:35]([B:37]([OH:38])[OH:39])[cH:36]1>>[c:2]1(-[c:35]2[cH:34][cH:33][n:32][c:31]([CH3:30])[cH:36]2)[cH:3][cH:4][c:5]([CH:8]([CH3:9])[N:10]2[C:11](=[O:29])[O:12][C:13]([c:16]3[cH:17][cH:18][cH:19][cH:20][cH:21]3)([CH2:22][CH2:23][NH:24][S:25](=[O:26])(=[O:27])[CH3:28])[CH2:14][CH2:15]2)[cH:6][cH:7]1.